From a dataset of the Open Reaction Database (ORD), a public repository of structured organic reaction records. describe an organic reaction: reactants, conditions, products, and yield Reactants: BrC1=NC=CC=C1 (2-bromopyridine), BrC1=CC=CC=C1 (2-bromobenzene), NCCN1C(C2(C3=CC=CC=C13)COC=1C2=CC2=C(OCO2)C1)=O (1′-(2-aminoethyl)spiro[furo[2,3-f][1,3]benzodioxole-7,3′-indol]-2′(1′H)-one), N1CCC(CC1)CN1C(C2(C3=CC=CC=C13)COC=1C2=CC2=C(OCO2)C1)=O (1′-(piperidin-4-ylmethyl)spiro[furo[2,3-f][1,3]benzodioxole-7,3′-indol]-2′(1H)-one). Product: N1=C(C=CC=C1)NCCN1C(C2(C3=CC=CC=C13)COC=1C2=CC2=C(OCO2)C1)=O (1′-(2-(pyridin-2-ylamino)ethyl)-spiro[furo[2,3-f][1,3]benzodioxole-7,3′-indol]-2′(1′H)-one), solid. The yield is 5.0%. Reaction SMILES: [NH2:1][CH2:2][CH2:3][N:4]1[C:12]2[C:7](=[CH:8][CH:9]=[CH:10][CH:11]=2)[C:6]2([C:16]3=[CH:17][C:18]4[O:22][CH2:21][O:20][C:19]=4[CH:23]=[C:15]3[O:14][CH2:13]2)[C:5]1=[O:24].[NH:25]1[CH2:30][CH2:29][CH:28](CN2C3C(=CC=CC=3)C3(C4=CC5OCOC=5C=C4OC3)C2=O)[CH2:27][CH2:26]1.BrC1C=CC=CN=1.BrC1C=CC=CC=1>>[N:25]1[CH:30]=[CH:29][CH:28]=[CH:27][C:26]=1[NH:1][CH2:2][CH2:3][N:4]1[C:12]2[C:7](=[CH:8][CH:9]=[CH:10][CH:11]=2)[C:6]2([C:16]3=[CH:17][C:18]4[O:22][CH2:21][O:20][C:19]=4[CH:23]=[C:15]3[O:14][CH2:13]2)[C:5]1=[O:24]. Reported procedure: Following the procedure described in EXAMPLE 10.87, and making non-critical variations using 1′-(2-aminoethyl)spiro[furo[2,3-f][1,3]benzodioxole-7,3′-indol]-2′(1′H)-one to replace 1′-(piperidin-4-ylmethyl)spiro[furo[2,3-f][1,3]benzodioxole-7,3′-indol]-2′(1H)-one, and 2-bromopyridine to replace 2-bromobenzene, 1′-(2-(pyridin-2-ylamino)ethyl)-spiro[furo[2,3-f][1,3]benzodioxole-7,3′-indol]-2′(1′H)-one was obtained as the first fraction from the chromatography as a white solid (5%): mp 61-63° C.; 1H... Starting materials: CC(C)=O, [Na+], C=C(C)C(C(=O)OCc1ccc(OC)cc1)N1C(=O)C(NC(=O)Cc2ccccc2)C1SSc1nc2ccccc2s1, O=S(=S)(Oc1nc2ccccc2s1)c1ccccc1, O=S([O-])c1ccccc1. Product: C=C(C)C(C(=O)OCc1ccc(OC)cc1)N1C(=O)C(NC(=O)Cc2ccccc2)C1SS(=O)(=O)c1ccccc1. As a reaction SMILES: [CH3:72][C:73](=[O:74])[CH3:75].[Na+:71].[c:1]1([CH2:7][C:8](=[O:9])[NH:10][CH:11]2[C:12](=[O:42])[N:13]([CH:26]([C:27](=[O:28])[O:29][CH2:30][c:31]3[cH:32][cH:33][c:34]([O:37][CH3:38])[cH:35][cH:36]3)[C:39](=[CH2:40])[CH3:41])[CH:14]2[S:15][S:16][c:17]2[s:18][c:19]3[cH:20][cH:21][cH:22][cH:23][c:24]3[n:25]2)[cH:2][cH:3][cH:4][cH:5][cH:6]1.[c:43]1([S:49](=[O:50])([O:51][c:52]2[s:53][c:54]3[cH:55][cH:56][cH:57][cH:58][c:59]3[n:60]2)=[S:61])[cH:44][cH:45][cH:46][cH:47][cH:48]1.[c:62]1([S:63]([O-:64])=[O:65])[cH:66][cH:67][cH:68][cH:69][cH:70]1>>[c:1]1([CH2:7][C:8](=[O:9])[NH:10][CH:11]2[C:12](=[O:42])[N:13]([CH:26]([C:27](=[O:28])[O:29][CH2:30][c:31]3[cH:32][cH:33][c:34]([O:37][CH3:38])[cH:35][cH:36]3)[C:39](=[CH2:40])[CH3:41])[CH:14]2[S:51][S:49]([c:43]2[cH:44][cH:45][cH:46][cH:47][cH:48]2)(=[O:50])=[O:61])[cH:2][cH:3][cH:4][cH:5][cH:6]1. The reactants are [Cl-].[Ca+2].[Cl-] (calcium chloride), [Cl-].[Al+3].[Cl-].[Cl-] (aluminum chloride), ClC(C)(CCC(C)(C)Cl)C (2,5-dichloro-2,5-dimethylhexane), ClC(=C)Cl (1,1-dichloroethylene), O (water). Reaction conditions: temperature 0 celsius, time 100 minute. Product: ClC(CC(CCC(C)(C)Cl)(C)C)(Cl)Cl (1,1,1,6-tetrachloro-3,3,6-trimethylheptane). Reaction SMILES: [Cl-:1].[Al+3].[Cl-].[Cl-].[Cl:5][C:6]([CH3:14])([CH2:8][CH2:9][C:10](Cl)([CH3:12])[CH3:11])[CH3:7].O.[Cl-].[Ca+2].[Cl-].[Cl:19][C:20]([Cl:22])=[CH2:21]>>[Cl:19][C:20]([Cl:1])([Cl:22])[CH2:21][C:10]([CH3:12])([CH3:11])[CH2:9][CH2:8][C:6]([Cl:5])([CH3:14])[CH3:7] |f:0.1.2.3,6.7.8|. Procedure details: At 0° C. under agitation, 3.75 g of aluminum chloride is added in portions within 45 minutes to a thoroughly stirred suspension of 54.9 g of 2,5-dichloro-2,5-dimethylhexane in 135 ml of 1,1-dichloroethylene. The reaction mixture is then stirred for another 100 minutes at 0° C. and combined with 10 ml of water and 20 g of anhydrous calcium chloride. The mixture is then filtered and the excess 1,1-dichloroethylene removed under vacuum. Yield: 88.4 g of a viscous oil from which, by solid-matter dis... Reactants: Cc1n[nH]c2cnn(C(C)(C)C)c(=O)c12, O=C([O-])[O-], O=C(c1ccc(Cl)cc1)c1ccc(CBr)cc1, [K+], [K+], CN(C)C=O. The product is Cc1nn(Cc2ccc(C(=O)c3ccc(Cl)cc3)cc2)c2cnn(C(C)(C)C)c(=O)c12. Reaction SMILES: [C:1]([CH3:2])([CH3:3])([CH3:4])[n:5]1[n:6][cH:7][c:8]2[c:9]([c:10]1=[O:11])[c:12]([CH3:15])[n:13][nH:14]2.[C:33](=[O:34])([O-:35])[O-:36].[Cl:16][c:17]1[cH:18][cH:19][c:20]([C:21](=[O:22])[c:23]2[cH:24][cH:25][c:26]([CH2:27][Br:28])[cH:29][cH:30]2)[cH:31][cH:32]1.[K+:37].[K+:38].[O:39]=[CH:40][N:41]([CH3:42])[CH3:43]>>[C:1]([CH3:2])([CH3:3])([CH3:4])[n:5]1[n:6][cH:7][c:8]2[c:9]([c:10]1=[O:11])[c:12]([CH3:15])[n:13][n:14]2[CH2:27][c:26]1[cH:25][cH:24][c:23]([C:21]([c:20]2[cH:19][cH:18][c:17]([Cl:16])[cH:32][cH:31]2)=[O:22])[cH:30][cH:29]1. RXN SMILES: C[O:2][CH:3](OC)[CH2:4][CH2:5][N:6]1[C:15]2[C:10](=[CH:11][CH:12]=[C:13]([O:16][CH3:17])[CH:14]=2)[N:9]=[CH:8][C:7]1=[O:18].Cl>O1CCCC1.ClCCl>[CH3:17][O:16][C:13]1[CH:14]=[C:15]2[C:10]([N:9]=[CH:8][C:7](=[O:18])[N:6]2[CH2:5][CH2:4][CH:3]=[O:2])=[CH:11][CH:12]=1. Reaction conditions: time 3.5 hour. Run in O1CCCC1 (tetrahydrofuran), ClCCl (dichloromethane). The reactants are COC(CCN1C(C=NC2=CC=C(C=C12)OC)=O)OC (1-(3,3-Dimethoxypropyl)-7-methoxyquinoxalin-2(1H)-one), Cl (Hydrochloric acid). Reported procedure: 1-(3,3-Dimethoxypropyl)-7-methoxyquinoxalin-2(1H)-one (300 mg, 1.08 mmol) was dissolved in tetrahydrofuran (3 ml). 1N Hydrochloric acid (3 ml) was added to this solution and the mixture was stirred at room temperature for 3.5 hours. The reaction solution was diluted with dichloromethane and stirred, and the organic layer was then separated. The organic layer was washed with saturated sodium chloride solution, dried over magnesium sulfate and then the solvent was removed under reduced pressure to... The yield is 94.1%. Product: COC1=CC=C2N=CC(N(C2=C1)CCC=O)=O (3-(7-Methoxy-2-oxoquinoxalin-1(2H)-yl)propanal).